Dataset: the Open Reaction Database (ORD), a public repository of structured organic reaction records. Task: describe an organic reaction: reactants, conditions, products, and yield The reactants are C(CCC)N(C1=CC(=C(C=C1)C=CC1=CC=C(S1)C=O)OC)CCCC (5-[2-(4-dibutylamino-2-methoxyphenyl)vinyl]thiophene-2-carboaldehyde), C(#N)C=1C(OC(C1C)(C(F)(F)F)C1=CC=CC=C1)=C(C#N)C#N (2-(3-cyano-4-methyl-5-phenyl-5-trifluoromethyl-2(5H)-furanylidene)propanedinitrile). The solvent is C(C)O (ethanol), O1CCCC1 (tetrahydrofuran). Run at temperature 70 celsius. The product is C(CCC)N(C1=CC(=C(C=C1)C=CC1=CC=C(S1)C=CC1=C(C(OC1(C(F)(F)F)C1=CC=CC=C1)=C(C#N)C#N)C#N)OC)CCCC (2-[4-[2-[5-[2-(4-dibutylamino-2-methoxyphenyl)vinyl]thiophene-2-yl]vinyl]-3-cyano-5-phenyl-5-trifluoromethyl-2(5H)-furanylidene]propanedinitrile). Yield: 92.7%. Reaction SMILES: [CH2:1]([N:5]([CH2:23][CH2:24][CH2:25][CH3:26])[C:6]1[CH:11]=[CH:10][C:9]([CH:12]=[CH:13][C:14]2[S:18][C:17]([CH:19]=O)=[CH:16][CH:15]=2)=[C:8]([O:21][CH3:22])[CH:7]=1)[CH2:2][CH2:3][CH3:4].[C:27]([C:29]1[C:30](=[C:45]([C:48]#[N:49])[C:46]#[N:47])[O:31][C:32]([C:39]2[CH:44]=[CH:43][CH:42]=[CH:41][CH:40]=2)([C:35]([F:38])([F:37])[F:36])[C:33]=1[CH3:34])#[N:28]>C(O)C.O1CCCC1>[CH2:23]([N:5]([CH2:1][CH2:2][CH2:3][CH3:4])[C:6]1[CH:11]=[CH:10][C:9]([CH:12]=[CH:13][C:14]2[S:18][C:17]([CH:19]=[CH:34][C:33]3[C:32]([C:39]4[CH:44]=[CH:43][CH:42]=[CH:41][CH:40]=4)([C:35]([F:38])([F:36])[F:37])[O:31][C:30](=[C:45]([C:48]#[N:49])[C:46]#[N:47])[C:29]=3[C:27]#[N:28])=[CH:16][CH:15]=2)=[C:8]([O:21][CH3:22])[CH:7]=1)[CH2:24][CH2:25][CH3:26]. Procedure: In 8 ml of ethanol and 2.5 ml of tetrahydrofuran were dissolved 226 mg (0.61 mmol) of 5-[2-(4-dibutylamino-2-methoxyphenyl)vinyl]thiophene-2-carboaldehyde and 210 mg (0.62 mmol) of 2-(3-cyano-4-methyl-5-phenyl-5-trifluoromethyl-2(5H)-furanylidene)propanedinitrile. The mixture was stirred with heating at 70° C. for 4 hours. The solvent was evaporated off and the residue was washed with ethanol. The residue was purified by silica gel column chromatography and washed with ethanol to give 378 mg of ... Reactants: COC(=O)C1=C(C=C2C(CCSC2=C1)NC(=O)OC(C)(C)C)Cl (4-(tert-butoxycarbonylamino)-6-chlorothiochromane-7-carboxylic acid methyl ester), C([O-])([O-])=O.[K+].[K+] (potassium carbonate). The product is C(C)(C)(C)OC(=O)NC1CCSC2=CC(=C(C=C12)Cl)C(=O)O (4-(tert-butoxycarbonylamino)-6-chlorothiochromane-7-carboxylic acid). The yield is 63.0%. As a reaction SMILES: C[O:2][C:3]([C:5]1[CH:14]=[C:13]2[C:8]([CH:9]([NH:15][C:16]([O:18][C:19]([CH3:22])([CH3:21])[CH3:20])=[O:17])[CH2:10][CH2:11][S:12]2)=[CH:7][C:6]=1[Cl:23])=[O:4].C(=O)([O-])[O-].[K+].[K+]>>[C:19]([O:18][C:16]([NH:15][CH:9]1[C:8]2[C:13](=[CH:14][C:5]([C:3]([OH:4])=[O:2])=[C:6]([Cl:23])[CH:7]=2)[S:12][CH2:11][CH2:10]1)=[O:17])([CH3:22])([CH3:20])[CH3:21] |f:1.2.3|. Reported procedure: By a similar reaction operation as in Starting Material Synthetic Example 6 using 4-(tert-butoxycarbonylamino)-6-chlorothiochromane-7-carboxylic acid methyl ester (700 mg) and potassium carbonate (541 mg), the objective 4-(tert-butoxycarbonylamino)-6-chlorothiochromane-7-carboxylic acid (424 mg) was obtained as colorless crystals. Reactants: CC1=CC=C(S1)B(O)O (5-methylthiophene-2-boronic acid), BrC1=CC2=NC=CC(=C2S1)NC=1C=C2C=C(NC2=CC1)C ((2-bromothieno[3,2-b]pyridin-7-yl)-(2-methyl-1H-indol-5-yl)-amine). Product: CC=1NC2=CC=C(C=C2C1)NC1=C2C(=NC=C1)C=C(S2)C=2SC(=CC2)C ((2-Methyl-1H-indol-5-yl)-[2-(5-methyl-thiophen-2-yl)-thieno[3,2-b]pyridin-7-yl]-amine). As a reaction SMILES: [CH3:1][C:2]1[S:6][C:5](B(O)O)=[CH:4][CH:3]=1.Br[C:11]1[S:19][C:18]2[C:13](=[N:14][CH:15]=[CH:16][C:17]=2[NH:20][C:21]2[CH:22]=[C:23]3[C:27](=[CH:28][CH:29]=2)[NH:26][C:25]([CH3:30])=[CH:24]3)[CH:12]=1>>[CH3:30][C:25]1[NH:26][C:27]2[C:23]([CH:24]=1)=[CH:22][C:21]([NH:20][C:17]1[CH:16]=[CH:15][N:14]=[C:13]3[CH:12]=[C:11]([C:5]4[S:6][C:2]([CH3:1])=[CH:3][CH:4]=4)[S:19][C:18]=13)=[CH:29][CH:28]=2. Reported procedure: The title compound was prepared from 5-methylthiophene-2-boronic acid and (2-bromothieno[3,2-b]pyridin-7-yl)-(2-methyl-1H-indol-5-yl)-amine by the procedure analogous to example 2 above. 1H NMR (400 MHz, CD3OD) δ8.03 (d, 1H), 7.29 (m, 3H), 7.15 (s, 1H), 6.99 (m, 1H), 6.83 (d, 1H), 6.54 (d, 1H), 6.10 (s, 1H), 2.41 (s, 3H), 2.22 (s, 3H); RP18-HPLC RT: 6.08 minutes; API MS: 376 (M+1). Reactants: CC(C)(C)c1ccc(OCCCCl)cc1, OC(c1ccc(F)cc1)(c1ccc(F)cc1)C1CCNCC1, [I-], [K+]. Yields the product CC(C)(C)c1ccc(OCCCN2CCC(C(O)(c3ccc(F)cc3)c3ccc(F)cc3)CC2)cc1. RXN SMILES: [Cl:23][CH2:24][CH2:25][CH2:26][O:27][c:28]1[cH:29][cH:30][c:31]([C:34]([CH3:35])([CH3:36])[CH3:37])[cH:32][cH:33]1.[F:1][c:2]1[cH:3][cH:4][c:5]([C:8]([OH:9])([CH:10]2[CH2:11][CH2:12][NH:13][CH2:14][CH2:15]2)[c:16]2[cH:17][cH:18][c:19]([F:22])[cH:20][cH:21]2)[cH:6][cH:7]1.[I-:39].[K+:38]>>[F:1][c:2]1[cH:3][cH:4][c:5]([C:8]([OH:9])([CH:10]2[CH2:11][CH2:12][N:13]([CH2:24][CH2:25][CH2:26][O:27][c:28]3[cH:29][cH:30][c:31]([C:34]([CH3:35])([CH3:36])[CH3:37])[cH:32][cH:33]3)[CH2:14][CH2:15]2)[c:16]2[cH:17][cH:18][c:19]([F:22])[cH:20][cH:21]2)[cH:6][cH:7]1. The reactants are CC(N)C(=O)O, [Na+], [OH-], O=S(=O)(Cl)c1ccccc1. Yields the product CC(NS(=O)(=O)c1ccccc1)C(=O)O. RXN SMILES: [CH3:1][CH:2]([NH2:3])[C:4]([OH:5])=[O:6].[Na+:18].[OH-:17].[c:7]1([S:13](=[O:14])(=[O:15])[Cl:16])[cH:8][cH:9][cH:10][cH:11][cH:12]1>>[CH3:1][CH:2]([NH:3][S:13]([c:7]1[cH:8][cH:9][cH:10][cH:11][cH:12]1)(=[O:14])=[O:15])[C:4]([OH:5])=[O:6]. Reactants: NC1=NC(NC=2CCC(CC12)C(=O)OCC)=O (4-Amino-6-carboethoxy-5,6,7,8-tetrahydro-2(1H)-quinazolinone), FC1=C(C=CC=C1)C(CBr)=O (2'-fluoro-bromoacetophenone), O (water). The solvent is CN(C)C=O (DMF). The product is C(=O)(OCC)C1CC=2C=3N(C(NC2CC1)=O)C=C(N3)C3=C(C=CC=C3)F (9-Carboethoxy-2-(2-fluorophenyl)-7,8,9,10-tetrahydro-imidazo[1,2-c]-quinazolin-5(6H)-one). As a reaction SMILES: [NH2:1][C:2]1[C:11]2[CH2:10][CH:9]([C:12]([O:14][CH2:15][CH3:16])=[O:13])[CH2:8][CH2:7][C:6]=2[NH:5][C:4](=[O:17])[N:3]=1.[F:18][C:19]1[CH:24]=[CH:23][CH:22]=[CH:21][C:20]=1[C:25](=O)[CH2:26]Br.O>CN(C=O)C>[C:12]([CH:9]1[CH2:8][CH2:7][C:6]2[NH:5][C:4](=[O:17])[N:3]3[CH:26]=[C:25]([C:20]4[CH:21]=[CH:22][CH:23]=[CH:24][C:19]=4[F:18])[N:1]=[C:2]3[C:11]=2[CH2:10]1)([O:14][CH2:15][CH3:16])=[O:13]. Procedure details: A solution of 4-Amino-6-carboethoxy-5,6,7,8-tetrahydro-2(1H)-quinazolinone (262 mg) and 2'-fluoro-bromoacetophenone (217 mg) in dry DMF (10 mL) was refluxed under nitrogen for 1.5 h. The solution was cooled and 40 mL water is added. The precipitate was collected and washed successively with 10 mL of methanol and 20 mL hot ethyl acetate to yield 9-Carboethoxy-2-(2-fluorophenyl)-7,8,9,10-tetrahydro-imidazo[1,2-c]-quinazolin-5(6H)-one (Compound 1), m.p. 257°-277° C.